describe an organic reaction: reactants, conditions, products, and yield From a dataset of the Open Reaction Database (ORD), a public repository of structured organic reaction records. The reactants are C(C)N1C=C(C(C2=CC(=C(N=C12)Cl)F)=O)C(=O)O (1-ethyl-1,4-dihydro-4-oxo-6-fluoro-7-chloro-1,8-naphthyridine-3-carboxylic acid), N (ammonia), C(C)O (ethanol). Solvent: C(C)(=O)O (acetic acid). Yields the product C(C)N1C=C(C(C2=CC(=C(N=C12)N)F)=O)C(=O)O (1-ethyl-1,4-dihydro-4-oxo-6-fluoro-7-amino-1,8-naphthyridine-3-carboxylic acid). As a reaction SMILES: [CH2:1]([N:3]1[C:12]2[C:7](=[CH:8][C:9]([F:14])=[C:10](Cl)[N:11]=2)[C:6](=[O:15])[C:5]([C:16]([OH:18])=[O:17])=[CH:4]1)[CH3:2].[NH3:19].C(O)C>C(O)(=O)C>[CH2:1]([N:3]1[C:12]2[C:7](=[CH:8][C:9]([F:14])=[C:10]([NH2:19])[N:11]=2)[C:6](=[O:15])[C:5]([C:16]([OH:18])=[O:17])=[CH:4]1)[CH3:2]. Procedure: 1 Gram of 1-ethyl-1,4-dihydro-4-oxo-6-fluoro-7-chloro-1,8-naphthyridine-3-carboxylic acid (for example, described in European Patent Application No. 0,027,752) is mixed with 25 ml of concentrated ammonia solution containing 20% of ethanol. The mixture is maintained in a sealed tube for 4 hours at 120°-125° C. The mixture is cooled, and acetic acid added until the pH is slightly acid, when the precipitate formed is filtered off and washed with water. The product is dried, 0.8 gram of 1-ethyl-1,4-... Starting materials: Cc1ccccc1, CC(O)c1c(F)c(NC(=O)C(C)(C)C)c2c(=O)cc(-c3ccc(NC(=O)C(C)(C)C)c(F)c3)oc2c1F. Yields the product CC(=O)c1c(F)c(NC(=O)C(C)(C)C)c2c(=O)cc(-c3ccc(NC(=O)C(C)(C)C)c(F)c3)oc2c1F. RXN SMILES: [CH3:38][c:39]1[cH:40][cH:41][cH:42][cH:43][cH:44]1.[F:1][c:2]1[c:3]([CH:35]([CH3:36])[OH:37])[c:4]([F:34])[c:5]2[c:6]([c:7](=[O:25])[cH:8][c:9](-[c:11]3[cH:12][c:13]([F:24])[c:14]([NH:17][C:18]([C:19]([CH3:20])([CH3:21])[CH3:22])=[O:23])[cH:15][cH:16]3)[o:10]2)[c:26]1[NH:27][C:28]([C:29]([CH3:30])([CH3:31])[CH3:32])=[O:33]>>[F:1][c:2]1[c:3]([C:35]([CH3:36])=[O:37])[c:4]([F:34])[c:5]2[c:6]([c:7](=[O:25])[cH:8][c:9](-[c:11]3[cH:12][c:13]([F:24])[c:14]([NH:17][C:18]([C:19]([CH3:20])([CH3:21])[CH3:22])=[O:23])[cH:15][cH:16]3)[o:10]2)[c:26]1[NH:27][C:28]([C:29]([CH3:30])([CH3:31])[CH3:32])=[O:33]. The reactants are C1(CC1)N1C=C(C(C2=CC(=C(C(=C12)F)F)F)=O)C(=O)O (1-cyclopropyl-6,7,8-trifluoro-1,4-dihydro-4-oxoquinoline-3-carboxylic acid), C(C)NCCC1CNCCO1 (2-(2-ethylaminoethyl)morpholine). Yields the product C1(CC1)N1C=C(C(C2=CC=C(C=C12)N1CC(OCC1)CCNCC)=O)C(=O)O (1-cyclopropyl-7-[2-(2-ethylaminoethyl)morpholino] -1,4-dihydro-4-oxoquinoline-3-carboxylic acid). Reaction SMILES: [CH:1]1([N:4]2[C:13]3[C:8](=[CH:9][C:10](F)=[C:11](F)[C:12]=3F)[C:7](=[O:17])[C:6]([C:18]([OH:20])=[O:19])=[CH:5]2)[CH2:3][CH2:2]1.[CH2:21]([NH:23][CH2:24][CH2:25][CH:26]1[O:31][CH2:30][CH2:29][NH:28][CH2:27]1)[CH3:22]>>[CH:1]1([N:4]2[C:13]3[C:8](=[CH:9][CH:10]=[C:11]([N:28]4[CH2:29][CH2:30][O:31][CH:26]([CH2:25][CH2:24][NH:23][CH2:21][CH3:22])[CH2:27]4)[CH:12]=3)[C:7](=[O:17])[C:6]([C:18]([OH:20])=[O:19])=[CH:5]2)[CH2:3][CH2:2]1. Procedure details: By the use of 1-cyclopropyl-6,7,8-trifluoro-1,4-dihydro-4-oxoquinoline-3-carboxylic acid and 2-(2-ethylaminoethyl)morpholine, the reaction is similarly carried out as Example 11 to give 1-cyclopropyl-7-[2-(2-ethylaminoethyl)morpholino] -1,4-dihydro-4-oxoquinoline-3-carboxylic acid. The reactants are C1COCCN1, CS(C)=O, CCOC(C)=O, O=C(Nc1ccc(Cl)cc1C(=O)Nc1ccc(Cl)cn1)c1ccc(Cl)nc1. The product is O=C(Nc1ccc(Cl)cc1C(=O)Nc1ccc(Cl)cn1)c1ccc(N2CCOCC2)nc1. As a reaction SMILES: [CH2:28]1[CH2:29][O:30][CH2:31][CH2:32][NH:33]1.[CH3:34][S:35]([CH3:36])=[O:37].[CH3:38][CH2:39][O:40][C:41](=[O:42])[CH3:43].[Cl:1][c:2]1[cH:3][cH:4][c:5]([NH:18][C:19](=[O:20])[c:21]2[cH:22][n:23][c:24]([Cl:27])[cH:25][cH:26]2)[c:6]([C:7](=[O:8])[NH:9][c:10]2[n:11][cH:12][c:13]([Cl:16])[cH:14][cH:15]2)[cH:17]1>>[Cl:1][c:2]1[cH:3][cH:4][c:5]([NH:18][C:19](=[O:20])[c:21]2[cH:22][n:23][c:24]([N:33]3[CH2:28][CH2:29][O:30][CH2:31][CH2:32]3)[cH:25][cH:26]2)[c:6]([C:7](=[O:8])[NH:9][c:10]2[n:11][cH:12][c:13]([Cl:16])[cH:14][cH:15]2)[cH:17]1. The reactants are CC1OC2=C(CC1)C(=CC=C2[N+](=O)[O-])C (3,4-dihydro-2,5-dimethyl-8-nitro-2H-1-benzopyran), [H][H] (hydrogen). The reagents and catalysts are [Ni] (Raney nickel). The solvent is C1CCOC1 (THF). Yields the product NC1=CC=C(C=2CCC(OC21)C)C (8-amino-3,4-dihydro-2,5-dimethyl-2H-1-benzopyran). RXN SMILES: [CH3:1][CH:2]1[CH2:7][CH2:6][C:5]2[C:8]([CH3:15])=[CH:9][CH:10]=[C:11]([N+:12]([O-])=O)[C:4]=2[O:3]1.[H][H]>[Ni].C1COCC1>[NH2:12][C:11]1[C:4]2[O:3][CH:2]([CH3:1])[CH2:7][CH2:6][C:5]=2[C:8]([CH3:15])=[CH:9][CH:10]=1. Procedure: A mixture of 27 g of 1D, 200 ml of THF and 2 g of activated Raney nickel catalyst was treated with hydrogen (40 psig) in a Parr shaker for 3 hours. The resulting mixture was dried (MgSO4), filtered and concentrated to dryness, to give 8-amino-3,4-dihydro-2,5-dimethyl-2H-1-benzopyran (1E), as an amber syrup. Starting materials: ClC1=NN2C(C(=CC=C2)NCC=2C=NC=CC2)=N1 ((2-chloro-[1,2,4]triazolo[1,5-a]pyridin-8-yl)-pyridin-3-ylmethyl-amine), CN1CCN(CC1)C=1C=C(N)C=CC1 (3-(4-methylpiperazin-1-yl)aniline), C1(CCCCC1)P(C1=C(C=CC=C1)C1=C(C=CC=C1)P(C1CCCCC1)C1CCCCC1)C1CCCCC1 (2,2′-bis-dicyclohexylphosphanyl-biphenyl). Product: CN1CCN(CC1)C=1C=C(C=CC1)NC1=NN2C(C(=CC=C2)NCC=2C=NC=CC2)=N1 (N(2)-[3-(4-Methyl-piperazin-1-yl)-phenyl]-N(8)-pyridin-3-ylmethyl-[1,2,4]triazolo[1,5-a]pyridine-2,8-diamine), foam. The yield is 14.0%. As a reaction SMILES: Cl[C:2]1[N:18]=[C:5]2[C:6]([NH:10][CH2:11][C:12]3[CH:13]=[N:14][CH:15]=[CH:16][CH:17]=3)=[CH:7][CH:8]=[CH:9][N:4]2[N:3]=1.[CH3:19][N:20]1[CH2:25][CH2:24][N:23]([C:26]2[CH:27]=[C:28]([CH:30]=[CH:31][CH:32]=2)[NH2:29])[CH2:22][CH2:21]1.C1(P(C2CCCCC2)C2C=CC=CC=2C2C=CC=CC=2P(C2CCCCC2)C2CCCCC2)CCCCC1>>[CH3:19][N:20]1[CH2:21][CH2:22][N:23]([C:26]2[CH:27]=[C:28]([NH:29][C:2]3[N:18]=[C:5]4[C:6]([NH:10][CH2:11][C:12]5[CH:13]=[N:14][CH:15]=[CH:16][CH:17]=5)=[CH:7][CH:8]=[CH:9][N:4]4[N:3]=3)[CH:30]=[CH:31][CH:32]=2)[CH2:24][CH2:25]1. Reported procedure: N(2)-[3-(4-Methyl-piperazin-1-yl)-phenyl]-N(8)-pyridin-3-ylmethyl-[1,2,4]triazolo[1,5-a]pyridine-2,8-diamine was prepared from (2-chloro-[1,2,4]triazolo[1,5-a]pyridin-8-yl)-pyridin-3-ylmethyl-amine (75.0 mg, 0.289 mmol) and 3-(4-methylpiperazin-1-yl)aniline (61.0 mg, 0.319 mmol) with 2,2′-bis-dicyclohexylphosphanyl-biphenyl (33.0 mg, 0.0604 mmol) as the ligand in a manner analogous to Example 2d. Product isolated as a pale yellow foam (0.017 g, 14%). 1H NMR (400 MHz, CDCl3, δ, ppm): 8.66 (s, 1H)... Starting materials: COC(=O)C1(C#N)CCN(C(C)=O)CC1, CO, N. Yields the product COC(=O)C1(CN)CCN(C(C)=O)CC1. RXN SMILES: [C:1]([CH3:2])(=[O:3])[N:4]1[CH2:5][CH2:6][C:7]([C:8](=[O:9])[O:10][CH3:11])([C:14]#[N:15])[CH2:12][CH2:13]1.[CH3:17][OH:18].[NH3:16]>>[C:1]([CH3:2])(=[O:3])[N:4]1[CH2:5][CH2:6][C:7]([C:8](=[O:9])[O:10][CH3:11])([CH2:14][NH2:15])[CH2:12][CH2:13]1. Starting materials: BrN1C(CCC1=O)=O (N-bromosuccinimide), [OH-].[K+] (potassium hydroxide), C(C1=CC=CC=C1)OC1=CC(=C(C=C1)CCC(=O)N)OCOC (3-(4-benzyloxy-2-methoxymethoxyphenyl)propionamide), C1CCC2=NCCCN2CC1 (1,8-diazabicyclo[5.4.0]-7-undecene), BrN1C(CCC1=O)=O (N-bromosuccinimide). Solvent: C(C)O (ethanol), CO (methanol). Reaction conditions: temperature 65 celsius, time 15 minute. Product: C(C1=CC=CC=C1)OC1=CC(=C(C=C1)CCN)OCOC (2-(4-benzyloxy-2-methoxymethoxyphenyl)ethylamine). RXN SMILES: [CH2:1]([O:8][C:9]1[CH:14]=[CH:13][C:12]([CH2:15][CH2:16]C(N)=O)=[C:11]([O:20][CH2:21][O:22][CH3:23])[CH:10]=1)[C:2]1[CH:7]=[CH:6][CH:5]=[CH:4][CH:3]=1.C1CCN2C(=[N:28]CCC2)CC1.BrN1C(=O)CCC1=O.[OH-].[K+]>CO.C(O)C>[CH2:1]([O:8][C:9]1[CH:14]=[CH:13][C:12]([CH2:15][CH2:16][NH2:28])=[C:11]([O:20][CH2:21][O:22][CH3:23])[CH:10]=1)[C:2]1[CH:7]=[CH:6][CH:5]=[CH:4][CH:3]=1 |f:3.4|. Procedure: To a solution of 28.42 g of 3-(4-benzyloxy-2-methoxymethoxyphenyl)propionamide and 40.4 mL of 1,8-diazabicyclo[5.4.0]-7-undecene in 895 mL of methanol was added 16.04 g of N-bromosuccinimide at 65° C. After the mixture was stirred at 65° C. for 15 minutes, to the reaction mixture was added additional 16.04 g of N-bromosuccinimide at 65° C. After being stirred at 65° C. for 15 minutes, the resulted mixture was concentrated under reduced pressure to remove the solvent. To the residue were added wa...